This data is from the Open Reaction Database (ORD), a public repository of structured organic reaction records. The task is: describe an organic reaction: reactants, conditions, products, and yield The reactants are N1(C=NC2=C1C=CC=C2)C2=NC=C(C(=N2)N[C@@H]2CC[C@H](CC2)O)[N+](=O)[O-] (trans-4-(2-(1H-benzo[d]imidazol-1-yl)-5-nitropyrimidin-4-ylamino)cyclohexanol), S(=O)([O-])S(=O)[O-].[Na+].[Na+] (sodium hydrosulfite), C(=O)(O)[O-].[Na+] (NaHCO3). Solvent: C1CCOC1 (THF), O (water), CCOC(=O)C (EtOAc). Reaction conditions: time 25 minute. The product is NC=1C(=NC(=NC1)N1C=NC2=C1C=CC=C2)N[C@@H]2CC[C@H](CC2)O (Trans-4-(5-Amino-2-(1H-benzo[d]imidazol-1-yl)pyrimidin-4-ylamino)cyclohexanol). Isolated yield 101.2%. RXN SMILES: [N:1]1([C:10]2[N:15]=[C:14]([NH:16][C@H:17]3[CH2:22][CH2:21][C@H:20]([OH:23])[CH2:19][CH2:18]3)[C:13]([N+:24]([O-])=O)=[CH:12][N:11]=2)[C:5]2[CH:6]=[CH:7][CH:8]=[CH:9][C:4]=2[N:3]=[CH:2]1.S(S([O-])=O)([O-])=O.[Na+].[Na+].C([O-])(O)=O.[Na+]>C1COCC1.O.CCOC(C)=O>[NH2:24][C:13]1[C:14]([NH:16][C@H:17]2[CH2:18][CH2:19][C@H:20]([OH:23])[CH2:21][CH2:22]2)=[N:15][C:10]([N:1]2[C:5]3[CH:6]=[CH:7][CH:8]=[CH:9][C:4]=3[N:3]=[CH:2]2)=[N:11][CH:12]=1 |f:1.2.3,4.5|. Reported procedure: A solution of trans-4-(2-(1H-benzo[d]imidazol-1-yl)-5-nitropyrimidin-4-ylamino)cyclohexanol (162 mg) in THF (20 ml) was treated with a solution of sodium hydrosulfite (500 mg) and NaHCO3 (500 mg) in 20 mL of water and stirred for 25 minutes. The mixture was diluted with 200 mL EtOAc and washed twice with saturated sodium chloride. The organic phase was dried over Na2SO4, filtered, and concentrated in vacuo to provide 150 mg of the title compound.